From a dataset of the Open Reaction Database (ORD), a public repository of structured organic reaction records. describe an organic reaction: reactants, conditions, products, and yield Reactants: CN(C)C1(c2ccccc2)CCC(CC(=O)NCc2c[nH]c3ccccc23)CC1, CCC(C)=O, C[Si](C)(C)Cl. The product is CN(C)C1(c2ccccc2)CCC(CC(=O)NCc2c[nH]c3ccccc23)CC1, Cl. RXN SMILES: [CH3:1][N:2]([C:3]1([c:23]2[cH:24][cH:25][cH:26][cH:27][cH:28]2)[CH2:4][CH2:5][CH:6]([CH2:9][C:10](=[O:11])[NH:12][CH2:13][c:14]2[cH:15][nH:16][c:17]3[cH:18][cH:19][cH:20][cH:21][c:22]23)[CH2:7][CH2:8]1)[CH3:29].[CH3:35][C:36]([CH2:37][CH3:38])=[O:39].[Cl:30][Si:31]([CH3:32])([CH3:33])[CH3:34]>>[CH3:1][N:2]([C:3]1([c:23]2[cH:24][cH:25][cH:26][cH:27][cH:28]2)[CH2:4][CH2:5][CH:6]([CH2:9][C:10](=[O:11])[NH:12][CH2:13][c:14]2[cH:15][nH:16][c:17]3[cH:18][cH:19][cH:20][cH:21][c:22]23)[CH2:7][CH2:8]1)[CH3:29].[ClH:30]. Starting materials: 120, ClC1=C(C=C(C(=C1)CCCCCCCCC)[N+](=O)[O-])Cl (1,2-dichloro-4-nitro-5-nonylbenzene), C(C)(=O)[O-].[Na+] (sodium acetate), [H][H] (hydrogen). The reagents and catalysts are [Cl-].[Zn+2].[Cl-] (zinc chloride), [Pd] (palladium-on-charcoal). Run in CO (methanol). The product is 59, C(CCCCCCCC)C1=C(C=CC=C1)N (2-nonylbenzenamine). Reaction SMILES: Cl[C:2]1[CH:7]=[C:6]([CH2:8][CH2:9][CH2:10][CH2:11][CH2:12][CH2:13][CH2:14][CH2:15][CH3:16])[C:5]([N+:17]([O-])=O)=[CH:4][C:3]=1Cl.C([O-])(=O)C.[Na+].[H][H]>[Pd].[Cl-].[Zn+2].[Cl-].CO>[CH2:8]([C:6]1[CH:7]=[CH:2][CH:3]=[CH:4][C:5]=1[NH2:17])[CH2:9][CH2:10][CH2:11][CH2:12][CH2:13][CH2:14][CH2:15][CH3:16] |f:1.2,5.6.7|. Procedure details: A mixture of 120 parts of 1,2-dichloro-4-nitro-5-nonylbenzene, 2 parts of zinc chloride solution, 83 parts of sodium acetate and 480 parts of methanol is hydrogenated at normal pressure and at room temperature with 5 parts of palladium-on-charcoal catalyst 10%. After the calculated amount of hydrogen is taken up, the catalyst is filtered off and the filtrate is evaporated. The residue is dissolved in water and the solution is alkalized with ammonium hydroxide. The product is extracted with 2,2'-... Reactants: CO, [H][H], COc1cccc([N+](=O)[O-])c1N. The product is COc1cccc(N)c1N. Reaction SMILES: [CH3:15][OH:16].[H:13][H:14].[NH2:1][c:2]1[c:3]([O:11][CH3:12])[cH:4][cH:5][cH:6][c:7]1[N+:8]([O-:9])=[O:10]>>[NH2:1][c:2]1[c:3]([O:11][CH3:12])[cH:4][cH:5][cH:6][c:7]1[NH2:8]. Reactants: [C@@H]1([C@H](O)[C@H](O)[C@@H](CO)O1)N1C=NC=2C(N)=NC=NC12 (adenosine), ClC=1C=C(C(=O)OO)C=CC1 (MCPBA), ClC=1C=C(C(=O)OO)C=CC1 (MCPBA), CO (methanol), ClC=1C=C(C(=O)OO)C=CC1 (m-chloroperoxybenzoic acid). Run in C(C)(=O)OCC (ethyl acetate). Yields the product [C@@H]1([C@H](O)[C@H](O)[C@@H](CO)O1)N1C=NC2=C(N)[N+](=CN=C12)[O-] (Adenosine-N1 -oxide). RXN SMILES: [C@@H:1]1([N:10]2[C:19]3[N:18]=[CH:17][N:16]=[C:14]([NH2:15])[C:13]=3[N:12]=[CH:11]2)[O:9][C@H:6]([CH2:7][OH:8])[C@@H:4]([OH:5])[C@H:2]1[OH:3].CO.ClC1C=C(C=CC=1)C(OO)=[O:27]>C(OCC)(=O)C>[C@@H:1]1([N:10]2[C:19]3[C:13](=[C:14]([N+:16]([O-:27])=[CH:17][N:18]=3)[NH2:15])[N:12]=[CH:11]2)[O:9][C@H:6]([CH2:7][OH:8])[C@@H:4]([OH:5])[C@H:2]1[OH:3]. Procedure details: In a 1-L round-bottomed flask protected with a calcium sulfate drying tube was placed a 5.0 g (18.7 mmol) of adenosine and 500 mL of methanol. The mixture was stirred at room temperature and 4.85 g (22.5 mmol) of m-chloroperoxybenzoic acid (MCPBA) was added in 7-10 portions over 2 hours. If thin-layer chromatography after 15-20 hours of stirring indicates the presence of starting material an additional 0.5 g (2.9 mmol) of MCPBA should be added and the reaction stirred an additional 4 hours. If t... The reactants are C=O, ClCCl, CO, Cc1ccsc1-n1oc(=O)[nH]c1=O, O. The product is Cc1ccsc1-n1oc(=O)n(CO)c1=O. RXN SMILES: [CH2:14]=[O:15].[CH2:19]([Cl:20])[Cl:21].[CH3:17][OH:18].[CH3:1][c:2]1[c:3](-[n:7]2[o:8][c:9](=[O:13])[nH:10][c:11]2=[O:12])[s:4][cH:5][cH:6]1.[OH2:16]>>[CH3:1][c:2]1[c:3](-[n:7]2[o:8][c:9](=[O:13])[n:10]([CH2:14][OH:15])[c:11]2=[O:12])[s:4][cH:5][cH:6]1. Product: ClC1=C(C=C(C=C1)NC(=O)NC1=C(C=CC(=C1)N1C(N(C2=NC(=NC=C2C1)NC)C)=O)F)C(F)(F)F (1-(4-chloro-3-(trifluoromethyl)phenyl)-3-(2-fluoro-5-(1-methyl-7-(methylamino)-2-oxo-1,2-dihydropyrimido[4,5-d]pyrimidin-3(4H)-yl)phenyl)urea). Reaction SMILES: [Cl:1][C:2]1[CH:7]=[CH:6][C:5]([NH:8][C:9]([NH:11][C:12]2[CH:17]=[C:16]([N:18]3[CH2:27][C:26]4[C:21](=[N:22][C:23](SC)=[N:24][CH:25]=4)[N:20]([CH3:30])[C:19]3=[O:31])[CH:15]=[CH:14][C:13]=2[F:32])=[O:10])=[CH:4][C:3]=1[C:33]([F:36])([F:35])[F:34].C1C=C(Cl)C=C(C(OO)=O)C=1.[CH3:48][NH2:49]>>[Cl:1][C:2]1[CH:7]=[CH:6][C:5]([NH:8][C:9]([NH:11][C:12]2[CH:17]=[C:16]([N:18]3[CH2:27][C:26]4[C:21](=[N:22][C:23]([NH:49][CH3:48])=[N:24][CH:25]=4)[N:20]([CH3:30])[C:19]3=[O:31])[CH:15]=[CH:14][C:13]=2[F:32])=[O:10])=[CH:4][C:3]=1[C:33]([F:36])([F:35])[F:34]. Procedure: Using a procedure analogous to Example A2, 1-(4-chloro-3-(trifluoromethyl)phenyl)-3-(2-fluoro-5-(1-methyl-7-(methylthio)-2-oxo-1,2-dihydropyrimido[4,5-d]pyrimidin-3(4H)-yl)phenyl)urea was oxidized with mCPBA to the sulfone and then treated with methylamine to provide 1-(4-chloro-3-(trifluoromethyl)phenyl)-3-(2-fluoro-5-(1-methyl-7-(methylamino)-2-oxo-1,2-dihydropyrimido[4,5-d]pyrimidin-3(4H)-yl)phenyl)urea (0.045 g, 16% yield). 1H NMR (400 MHz, DMSO-d6: δ 9.55 (s, 1H), 8.77 (s, 1H), 8.12 (d, J=2... The yield is 16.0%. Starting materials: ClC1=C(C=C(C=C1)NC(=O)NC1=C(C=CC(=C1)N1C(N(C2=NC(=NC=C2C1)SC)C)=O)F)C(F)(F)F (1-(4-chloro-3-(trifluoromethyl)phenyl)-3-(2-fluoro-5-(1-methyl-7-(methylthio)-2-oxo-1,2-dihydropyrimido[4,5-d]pyrimidin-3(4H)-yl)phenyl)urea), CN (methylamine), C1=CC(=CC(=C1)Cl)C(=O)OO (mCPBA), sulfone. Starting materials: C(C)C(CC)NC1=C(C(=NC(=C1)C)OC1=C(C=C(C=C1C)C)C)N (N4-(1-ethylpropyl)-6-methyl-2-(2,4,6-trimethylphenoxy)-pyridine-3,4-diamine), C(OC)(OC)OC (trimethyl orthoformate), C1([C@H](O)C[C@H](O)[C@H](O1)C)O (paratosylalcohol). The solvent is C1(=CC=CC=C1)C (toluene). Product: C(C)C(CC)N1C=NC=2C(=NC(=CC21)C)OC2=C(C=C(C=C2C)C)C (1-(1-Ethylpropyl)-6-methyl-4-(2,4,6-trimethylphenoxy)-1H-imidazo[4,5-c]pyridine). Isolated yield 96.8%. RXN SMILES: [CH2:1]([CH:3]([NH:6][C:7]1[CH:12]=[C:11]([CH3:13])[N:10]=[C:9]([O:14][C:15]2[C:20]([CH3:21])=[CH:19][C:18]([CH3:22])=[CH:17][C:16]=2[CH3:23])[C:8]=1[NH2:24])[CH2:4][CH3:5])[CH3:2].[CH:25](OC)(OC)OC.C1(O)O[C@H](C)[C@@H](O)C[C@H]1O>C1(C)C=CC=CC=1>[CH2:1]([CH:3]([N:6]1[C:7]2[CH:12]=[C:11]([CH3:13])[N:10]=[C:9]([O:14][C:15]3[C:20]([CH3:21])=[CH:19][C:18]([CH3:22])=[CH:17][C:16]=3[CH3:23])[C:8]=2[N:24]=[CH:25]1)[CH2:4][CH3:5])[CH3:2]. Reported procedure: A mixture of N4-(1-ethylpropyl)-6-methyl-2-(2,4,6-trimethylphenoxy)-pyridine-3,4-diamine (160 mg, 0.49 mmol), trimethyl orthoformate (62 mg, 0.59 mmol) and paratosylalcohol (p-TsOH) (10 mg) in 20 ml of toluene was heated at reflux under a Dean-Stark trap apparatus for 24 hours. The mixture was quenched with water and extracted with ethyl acetate. The organic layer was dried and concentrated to give the title compound (160 mg, 97%) as a light brown oil. The oil was purified through silica gel col...